This data is from the Open Reaction Database (ORD), a public repository of structured organic reaction records. The task is: describe an organic reaction: reactants, conditions, products, and yield Starting materials: [N+](=O)([O-])[O-].[NH4+] (Ammonium nitrate), FC(C(=O)OC(C(F)(F)F)=O)(F)F (trifluoroacetic anhydride), COC=1C(=C(C#N)C=CC1OC)OCC(F)(F)F (3,4-dimethoxy-2-(2,2,2,-trifluorethoxy)benzonitrile). Solvent: ClCCl (dichloromethane). Yields the product C(#N)C1=C(C=C(C(=C1OCC(F)(F)F)OC)OC)[N+](=O)[O-] (2-Cyano-4,5-dimethoxy-3-(2,2,2-trifluoroethoxy)nitrobenzene). Isolated yield 73.0%. As a reaction SMILES: [N+:1]([O-:4])([O-])=[O:2].[NH4+].FC(F)(F)C(OC(=O)C(F)(F)F)=O.[CH3:19][O:20][C:21]1[C:22]([O:31][CH2:32][C:33]([F:36])([F:35])[F:34])=[C:23]([CH:26]=[CH:27][C:28]=1[O:29][CH3:30])[C:24]#[N:25]>ClCCl>[C:24]([C:23]1[C:22]([O:31][CH2:32][C:33]([F:34])([F:35])[F:36])=[C:21]([O:20][CH3:19])[C:28]([O:29][CH3:30])=[CH:27][C:26]=1[N+:1]([O-:4])=[O:2])#[N:25] |f:0.1|. Procedure: Ammonium nitrate (2.82 g, 0.035 mol) and trifluoroacetic anhydride (12.4 ml, 0.088 mol) were added to a solution of 3,4-dimethoxy-2-(2,2,2,-trifluorethoxy)benzonitrile in dichloromethane. The temperature was maintained between 20° C. and 30° C. for 2 hours, after which time the reaction mixture was washed with saturated aqueous sodium bicarbonate solution. The organic layer was separated, dried (MgSO4) and evaporated under reduced pressure. Trituration with diethyl ether followed by filtration a... Starting materials: O=CO, Nc1ccc(Oc2ccc(C=O)cc2)cc1[N+](=O)[O-], C1CCOC1. Product: O=CNc1ccc(Oc2ccc(C=O)cc2)cc1[N+](=O)[O-]. RXN SMILES: [CH:20](=[O:21])[OH:22].[NH2:1][c:2]1[c:3]([N+:17](=[O:18])[O-:19])[cH:4][c:5]([O:8][c:9]2[cH:10][cH:11][c:12]([CH:13]=[O:14])[cH:15][cH:16]2)[cH:6][cH:7]1.[O:23]1[CH2:24][CH2:25][CH2:26][CH2:27]1>>[NH:1]([c:2]1[c:3]([N+:17](=[O:18])[O-:19])[cH:4][c:5]([O:8][c:9]2[cH:10][cH:11][c:12]([CH:13]=[O:14])[cH:15][cH:16]2)[cH:6][cH:7]1)[CH:20]=[O:21]. Isolated yield 66.1%. Reaction SMILES: [N+](C1C=CC=CC=1)([O-])=O.[Cl-].[Al+3].[Cl-].[Cl-].[CH3:14][C:15]1[CH:20]=[CH:19][C:18]([C:21]2[CH:26]=[CH:25][CH:24]=[CH:23][CH:22]=2)=[CH:17][CH:16]=1.[Cl:27][C:28]1[CH:36]=[C:35]([Cl:37])[CH:34]=[CH:33][C:29]=1[C:30](Cl)=[O:31]>O>[CH3:14][C:15]1[CH:20]=[CH:19][C:18]([C:21]2[CH:22]=[CH:23][C:24]([C:30]([C:29]3[CH:33]=[CH:34][C:35]([Cl:37])=[CH:36][C:28]=3[Cl:27])=[O:31])=[CH:25][CH:26]=2)=[CH:17][CH:16]=1 |f:1.2.3.4|. Yields the product CC1=CC=C(C=C1)C1=CC=C(C=C1)C(=O)C1=C(C=C(C=C1)Cl)Cl (2,4-dichlorophenyl 4'-methyl-4-biphenylyl ketone). The solvent is O (water). Reported procedure: 35 mL of nitrobenzene were cooled in an ice bath and then treated in succession with 5.2 g of aluminium chloride and 5.0 g of 4-methylbiphenyl. The mixture was brought to room temperature and then treated slowly with 7.7 g of 2,4-dichlorobenzoyl chloride. The mixture was stirred at room temperature overnight, poured into water and extracted with methylene chloride. The extracts were washed with 2N hydrochloric acid and water, dried over magnesium sulphate and evaporated. The residue was chromato... The reactants are [N+](=O)([O-])C1=CC=CC=C1 (nitrobenzene), ClC1=C(C(=O)Cl)C=CC(=C1)Cl (2,4-dichlorobenzoyl chloride), [Cl-].[Al+3].[Cl-].[Cl-] (aluminium chloride), CC1=CC=C(C=C1)C1=CC=CC=C1 (4-methylbiphenyl). Reaction conditions: time 8 hour. Reagents/catalysts: C1=CC=C(C=C1)P([C-]2C=CC=C2)C3=CC=CC=C3.C1=CC=C(C=C1)P([C-]2C=CC=C2)C3=CC=CC=C3.Cl[Pd]Cl.[Fe+2] (PdCl2(dppf)). The reactants are BrC1=C2C=CC=NC2=C(C=C1)C(=O)O (5-bromo-quinoline-8-carboxylic acid), C(=O)([O-])[O-].[Na+].[Na+] (Na2CO3), COC=1C=C(C=C(C1)OC)B(O)O (3,5-dimethoxyphenylboronic acid), aqueous solution, [OH-].[Na+] (NaOH). Reaction conditions: temperature 105 celsius, time 1 hour. Procedure details: A mixture of 3,5-dimethoxyphenylboronic acid (217 mg, 1.19 mmol, 1.2 equiv) (Step 1.8) in EtOH (0.5 mL) was added dropwise to a mixture of 5-bromo-quinoline-8-carboxylic acid (Step 159.3) (250 mg, 0.99 mmol), PdCl2(dppf) (22 mg, 0.03 mmol, 0.03 equiv), Na2CO3 (2M solution in H2O, 1 mL, 3.97 mmol, 4 equiv) in toluene (5 mL) at 105° C., under an argon atmosphere. The reaction mixture was stirred at 105° C. for 1 h, allowed to cool to rt, diluted with EtOAc and H2O, basified by addition of a 2N aqu... Solvent: C1(=CC=CC=C1)C (toluene), CCO (EtOH), CCOC(=O)C (EtOAc), O (H2O). Yield: 81.0%. Product: COC=1C=C(C=C(C1)OC)C1=C2C=CC=NC2=C(C=C1)C(=O)O (5-(3,5-Dimethoxy-phenyl)-quinoline-8-carboxylic acid). Reaction SMILES: [CH3:1][O:2][C:3]1[CH:4]=[C:5](B(O)O)[CH:6]=[C:7]([O:9][CH3:10])[CH:8]=1.Br[C:15]1[CH:24]=[CH:23][C:22]([C:25]([OH:27])=[O:26])=[C:21]2[C:16]=1[CH:17]=[CH:18][CH:19]=[N:20]2.C([O-])([O-])=O.[Na+].[Na+].[OH-].[Na+]>CCO.C1(C)C=CC=CC=1.CCOC(C)=O.O.C1C=CC(P(C2C=CC=CC=2)[C-]2C=CC=C2)=CC=1.C1C=CC(P(C2C=CC=CC=2)[C-]2C=CC=C2)=CC=1.Cl[Pd]Cl.[Fe+2]>[CH3:1][O:2][C:3]1[CH:4]=[C:5]([C:15]2[CH:24]=[CH:23][C:22]([C:25]([OH:27])=[O:26])=[C:21]3[C:16]=2[CH:17]=[CH:18][CH:19]=[N:20]3)[CH:6]=[C:7]([O:9][CH3:10])[CH:8]=1 |f:2.3.4,5.6,11.12.13.14|.